This data is from the Open Reaction Database (ORD), a public repository of structured organic reaction records. The task is: describe an organic reaction: reactants, conditions, products, and yield Starting materials: FC1=CC=C(C=C1)C1=CCC(CC1)=O (4-(p-fluorophenyl)-3-cyclohexen-1-one), [BH4-].[Na+] (sodium borohydride). Solvent: C(C)O (ethanol). Yields the product FC1=CC=C(C=C1)C1=CCC(CC1)O (4-(p-fluorophenyl)-3-cyclohexen-1-ol). Yield: 96.0%. RXN SMILES: [F:1][C:2]1[CH:7]=[CH:6][C:5]([C:8]2[CH2:13][CH2:12][C:11](=[O:14])[CH2:10][CH:9]=2)=[CH:4][CH:3]=1.[BH4-].[Na+]>C(O)C>[F:1][C:2]1[CH:3]=[CH:4][C:5]([C:8]2[CH2:13][CH2:12][CH:11]([OH:14])[CH2:10][CH:9]=2)=[CH:6][CH:7]=1 |f:1.2|. Reported procedure: A solution of 0.065 mole of 4-(p-fluorophenyl)-3-cyclohexen-1-one (obtained as in Example 7) and 6 g. of sodium borohydride in 130 ml. of ethanol is stirred at room temperature for about 5 hours. The bulk of the solvent is removed on a rotary evaporator and the residue diluted with water. The precipitated solid is collected on a filter and recrystallized from Skellysolve B to give a 96% yield of 4-(p-fluorophenyl)-3-cyclohexen-1-ol having a melting point of 73° to 74.5° C. Reactants: CN1CC(=O)Nc2ncc(C=CC(=O)O)cc2C1, CNCc1c(C)[nH]c2ccccc12. Yields the product Cc1[nH]c2ccccc2c1CN(C)C(=O)C=Cc1cnc2c(c1)CN(C)CC(=O)N2. Reaction SMILES: [CH3:14][N:15]1[CH2:16][C:17](=[O:31])[NH:18][c:19]2[c:20]([cH:22][c:23]([CH:26]=[CH:27][C:28](=[O:29])[OH:30])[cH:24][n:25]2)[CH2:21]1.[CH3:1][NH:2][CH2:3][c:4]1[c:5]([CH3:13])[nH:6][c:7]2[cH:8][cH:9][cH:10][cH:11][c:12]12>>[CH3:1][N:2]([CH2:3][c:4]1[c:5]([CH3:13])[nH:6][c:7]2[cH:8][cH:9][cH:10][cH:11][c:12]12)[C:28]([CH:27]=[CH:26][c:23]1[cH:22][c:20]2[c:19]([n:25][cH:24]1)[NH:18][C:17](=[O:31])[CH2:16][N:15]([CH3:14])[CH2:21]2)=[O:29]. The reactants are CC(CN1C(N(C2=NC(=CC=C21)C=2C=C(C=CC2C)CC#N)C)=O)(C)C ({3-[1-(2,2-dimethylpropyl)-3-methyl-2-oxo-2,3-dihydro-1H-imidazo[4,5-b]pyridin-5-yl]-4-methylphenyl}acetonitrile). Reagents/catalysts: [Ni] (Nickel). Solvent: N (ammonia), CCO (EtOH). Conditions: time 3 hour. Product: NCCC=1C=CC(=C(C1)C1=CC=C2C(=N1)N(C(N2CC(C)(C)C)=O)C)C (5-[5-(2-aminoethyl)-2-methylphenyl]-1-(2,2-dimethylpropyl)-3-methyl-1,3-dihydro-2H-imidazo[4,5-b]pyridin-2-one). As a reaction SMILES: [CH3:1][C:2]([CH3:26])([CH3:25])[CH2:3][N:4]1[C:12]2[C:7](=[N:8][C:9]([C:13]3[CH:14]=[C:15]([CH2:20][C:21]#[N:22])[CH:16]=[CH:17][C:18]=3[CH3:19])=[CH:10][CH:11]=2)[N:6]([CH3:23])[C:5]1=[O:24]>N.CCO.[Ni]>[NH2:22][CH2:21][CH2:20][C:15]1[CH:16]=[CH:17][C:18]([CH3:19])=[C:13]([C:9]2[N:8]=[C:7]3[N:6]([CH3:23])[C:5](=[O:24])[N:4]([CH2:3][C:2]([CH3:1])([CH3:25])[CH3:26])[C:12]3=[CH:11][CH:10]=2)[CH:14]=1. Procedure: Raney 2800 Nickel (30 mg, suspended in water) was added to a 25 mL receiver flask. The black solid was rinsed with EtOH and a solution of 82-2 (38 mg, 0.11 mmol) dissolved in 2M ammonia in EtOH (2 mL) was added. The flask was purged with hydrogen and the reaction was stirred at room temperature under a balloon of hydrogen. After 3 hours, the flask was purged with nitrogen and the mixture was filtered, rinsed with EtOH and concentrated. Purified by reverse phase (Sunfire C18, 25-85% CH3CN/0.1% TF... Reactants: CCc1c(O)c(=O)ccn1CCCO, CCc1c(OCc2ccccc2)c(=O)ccn1CCCCO, CCO, Cl, [H][H], O. The product is Cl, CCc1c(O)c(=O)ccn1CCCCO. As a reaction SMILES: [CH2:26]([c:27]1[n:28]([CH2:29][CH2:30][CH2:31][OH:32])[cH:33][cH:34][c:35](=[O:36])[c:37]1[OH:38])[CH3:39].[CH2:2]([c:3]1[cH:4][cH:5][cH:6][cH:7][cH:8]1)[O:9][c:10]1[c:11]([CH2:22][CH3:23])[n:12]([CH2:17][CH2:18][CH2:19][CH2:20][OH:21])[cH:13][cH:14][c:15]1=[O:16].[CH3:40][CH2:41][OH:42].[ClH:1].[H:24][H:25].[OH2:43]>>[ClH:1].[OH:9][c:10]1[c:11]([CH2:22][CH3:23])[n:12]([CH2:17][CH2:18][CH2:19][CH2:20][OH:21])[cH:13][cH:14][c:15]1=[O:16]. The reactants are CC(C)(C)OC(=O)Nc1noc2ccc(CNC(=O)Cc3c(C#N)ccc(Cl)[n+]3[O-])cc12, CS(C)=O, NCC(F)(F)c1ccccn1. Product: CC(C)(C)OC(=O)Nc1noc2ccc(CNC(=O)Cc3c(C#N)ccc(NCC(F)(F)c4ccccn4)[n+]3[O-])cc12. As a reaction SMILES: [C:1](#[N:2])[c:3]1[c:4]([CH2:11][C:12](=[O:13])[NH:14][CH2:15][c:16]2[cH:17][cH:18][c:19]3[c:20]([c:21]([NH:24][C:25](=[O:26])[O:27][C:28]([CH3:29])([CH3:30])[CH3:31])[n:22][o:23]3)[cH:32]2)[n+:5]([O-:10])[c:6]([Cl:9])[cH:7][cH:8]1.[CH3:44][S:45]([CH3:46])=[O:47].[F:33][C:34]([CH2:35][NH2:36])([c:37]1[n:38][cH:39][cH:40][cH:41][cH:42]1)[F:43]>>[C:1](#[N:2])[c:3]1[c:4]([CH2:11][C:12](=[O:13])[NH:14][CH2:15][c:16]2[cH:17][cH:18][c:19]3[c:20]([c:21]([NH:24][C:25](=[O:26])[O:27][C:28]([CH3:29])([CH3:30])[CH3:31])[n:22][o:23]3)[cH:32]2)[n+:5]([O-:10])[c:6]([NH:36][CH2:35][C:34]([F:33])([c:37]2[n:38][cH:39][cH:40][cH:41][cH:42]2)[F:43])[cH:7][cH:8]1. Reagents/catalysts: PCy3. The product is c3ccc(c2ccc1ccccc1c2)cc3. Run at temperature 110 celsius, time 12 hour. Reactants: c4ccc(B3OB(c1ccccc1)OB(c2ccccc2)O3)cc4 (effective_coupling_partner), O=C(Oc2ccc1ccccc1c2)c3ccccn3 (substrate). The reactants are COC(C(=CC=1C=NC(=CC1)OCC1=CC=CC=C1)NC(=O)OCC1=CC=CC=C1)=O (2-benzyloxycarbonylamino-3-(6-benzyloxy-pyridin-3-yl)-acrylic acid methyl ester), CO (methanol). The reagents and catalysts are C1=CC=C(C=C1)P(C2=CC=CC=C2)C3=CC=CC=C3.C1=CC=C(C=C1)P(C2=CC=CC=C2)C3=CC=CC=C3.C1=CC=C(C=C1)P(C2=CC=CC=C2)C3=CC=CC=C3.[Cl-].[Rh] (Wilkinson's catalyst). The solvent is C1(=CC=CC=C1)C (toluene). Run at temperature 35 celsius, time 4 day. Yields the product COC(C(CC=1C=NC(=CC1)OCC1=CC=CC=C1)NC(=O)OCC1=CC=CC=C1)=O ((±)-2-Benzyloxycarbonylamino-3-(6-benzyloxy-pyridin-3-yl)-propionic acid methyl ester). Reaction SMILES: [CH3:1][O:2][C:3](=[O:31])[C:4]([NH:20][C:21]([O:23][CH2:24][C:25]1[CH:30]=[CH:29][CH:28]=[CH:27][CH:26]=1)=[O:22])=[CH:5][C:6]1[CH:7]=[N:8][C:9]([O:12][CH2:13][C:14]2[CH:19]=[CH:18][CH:17]=[CH:16][CH:15]=2)=[CH:10][CH:11]=1.CO>C1C=CC(P(C2C=CC=CC=2)C2C=CC=CC=2)=CC=1.C1C=CC(P(C2C=CC=CC=2)C2C=CC=CC=2)=CC=1.C1C=CC(P(C2C=CC=CC=2)C2C=CC=CC=2)=CC=1.[Cl-].[Rh].C1(C)C=CC=CC=1>[CH3:1][O:2][C:3](=[O:31])[CH:4]([NH:20][C:21]([O:23][CH2:24][C:25]1[CH:30]=[CH:29][CH:28]=[CH:27][CH:26]=1)=[O:22])[CH2:5][C:6]1[CH:7]=[N:8][C:9]([O:12][CH2:13][C:14]2[CH:19]=[CH:18][CH:17]=[CH:16][CH:15]=2)=[CH:10][CH:11]=1 |f:2.3.4.5.6|. Procedure: A flask was charged with 2-benzyloxycarbonylamino-3-(6-benzyloxy-pyridin-3-yl)-acrylic acid methyl ester (0.50 g, 1.2 mmol), Wilkinson's catalyst (200 mg, 0.2 equiv), methanol (5 mL), and toluene (3 mL). The flask was flushed with nitrogen, then hydrogen, heated to 35° C., and allowed to stir under an atmosphere of hydrogen for 4 days. The reaction was flushed with nitrogen, diluted with methanol, filtered, and concentrated to afford the crude product which was purified by column chromatography ...